Dataset: the Open Reaction Database (ORD), a public repository of structured organic reaction records. Task: describe an organic reaction: reactants, conditions, products, and yield Reactants: C1(=CC=CC=C1)C (toluene), C(C)C1=CC=CC=2C3=CC=CC=C3NC12 (ethylcarbazole), CN(C=O)C (N,N-dimethylformamide), ice water, C([O-])([O-])=O.[Na+].[Na+] (sodium carbonate), P(=O)(Cl)(Cl)Cl (phosphorus oxychloride), C1(=CC=CC=C1)C (toluene). The reagents and catalysts are [Cl-].[Zn+2].[Cl-] (zinc chloride). Run at time 72 hour. Product: C(=O)C=1C=CC=2N(C3=CC=C(C=C3C2C1)C=O)CC (3,6-Diformyl-9-ethylcarbazole). The yield is 62.9%. As a reaction SMILES: C([C:3]1[C:15]2[NH:14][C:13]3[C:8](=[CH:9][CH:10]=[CH:11][CH:12]=3)[C:7]=2[CH:6]=[CH:5][CH:4]=1)C.CN(C)[CH:18]=[O:19].P(Cl)(Cl)(Cl)=O.[C:26](=[O:29])([O-])[O-].[Na+].[Na+].[C:32]1(C)C=CC=C[CH:33]=1>[Cl-].[Zn+2].[Cl-]>[CH:26]([C:10]1[CH:11]=[CH:12][C:13]2[N:14]([CH2:32][CH3:33])[C:15]3[C:7]([C:8]=2[CH:9]=1)=[CH:6][C:5]([CH:18]=[O:19])=[CH:4][CH:3]=3)=[O:29] |f:3.4.5,7.8.9|. Reported procedure: 138.8 g (1.02 mol) of zinc chloride was weighed and put in a 2-liter reaction flask, and 1 liter of toluene was added, followed by dehydration under reflux for 3 hours. The solution was cooled to room temperature, and 100 g (0.51 mol) of ethylcarbazole (4a) (manufactured by Tokyo Kasei Kogyo Co.) and 267.9 g (3.67 mol) of N,N-dimethylformamide were added. Subsequently, 468.3 g (3.05 mol) of phosphorus oxychloride was added elevating the temperature from room temperature to 80° C. over a period o... Starting materials: C1(=CC=CC=C1)CC(=O)NC1[C@@H]2N(C(=CCS2)C(=O)OCC2=CC=C(C=C2)[N+](=O)[O-])C1=O (p-nitrobenzyl 7-phenylacetamido-3-cephem-4-carboxylate), N1=CC=CC=C1 (pyridine), P(Cl)(Cl)(Cl)(Cl)Cl (Phosphorus pentachloride), CO (methanol), resultant mixture. Run in ClCCl (dichloromethane). Run at temperature 10 celsius, time 45 minute. The product is NC1[C@@H]2N(C(=CCS2)C(=O)OCC2=CC=C(C=C2)[N+](=O)[O-])C1=O (p-nitrobenzyl 7-amino-3-cephem-4-carboxylate). Isolated yield 101.7%. RXN SMILES: C1(CC([NH:10][CH:11]2[C:31](=[O:32])[N:13]3[C:14]([C:18]([O:20][CH2:21][C:22]4[CH:27]=[CH:26][C:25]([N+:28]([O-:30])=[O:29])=[CH:24][CH:23]=4)=[O:19])=[CH:15][CH2:16][S:17][C@H:12]23)=O)C=CC=CC=1.N1C=CC=CC=1.P(Cl)(Cl)(Cl)(Cl)Cl.CO>ClCCl>[NH2:10][CH:11]1[C:31](=[O:32])[N:13]2[C:14]([C:18]([O:20][CH2:21][C:22]3[CH:23]=[CH:24][C:25]([N+:28]([O-:30])=[O:29])=[CH:26][CH:27]=3)=[O:19])=[CH:15][CH2:16][S:17][C@H:12]12. Procedure: To a suspension of p-nitrobenzyl 7-phenylacetamido-3-cephem-4-carboxylate (10.50 g.) in dry dichloromethane (100 ml.) was added dry pyridine (2.14 g.). Phosphorus pentachloride (5.50 g.) was added to the solution at -10° C., and the mixture was stirred at -5° C. for 45 minutes and further at 10° C. for an hour. After adding methanol (520 g.) to the resultant mixture, the mixture was stirred at -20° C. for 1.5 hours. The precipitates were collected by filtration, washed with dichloromethane (120 ... Starting materials: S=C(Cl)Cl, Nc1cc(Cl)ccc1N1CCOCC1, C1COCCO1, O. The product is S=C=Nc1cc(Cl)ccc1N1CCOCC1. Reaction SMILES: [Cl:15][C:16]([Cl:17])=[S:18].[NH2:1][c:2]1[c:3]([N:9]2[CH2:10][CH2:11][O:12][CH2:13][CH2:14]2)[cH:4][cH:5][c:6]([Cl:8])[cH:7]1.[O:19]1[CH2:20][CH2:21][O:22][CH2:23][CH2:24]1.[OH2:25]>>[N:1]([c:2]1[c:3]([N:9]2[CH2:10][CH2:11][O:12][CH2:13][CH2:14]2)[cH:4][cH:5][c:6]([Cl:8])[cH:7]1)=[C:16]=[S:18].